Dataset: the Open Reaction Database (ORD), a public repository of structured organic reaction records. Task: describe an organic reaction: reactants, conditions, products, and yield Starting materials: O=C(n1ccnc1)n1ccnc1, CN(C)C=O, Nc1nnn[nH]1, O=C(O)c1c[nH]c2c(=O)oc3ccccc3c2c1=O, O. The product is O=C(Nc1nnn[nH]1)c1c[nH]c2c(=O)oc3ccccc3c2c1=O. RXN SMILES: [C:20]([n:21]1[cH:22][cH:23][n:24][cH:25]1)([n:26]1[cH:27][cH:28][n:29][cH:30]1)=[O:31].[CH3:39][N:40]([CH3:41])[CH:42]=[O:43].[NH2:33][c:34]1[n:35][n:36][n:37][nH:38]1.[O:1]=[c:2]1[c:3]2[c:4]([nH:5][cH:6][c:7]1[C:8](=[O:9])[OH:10])[c:11](=[O:19])[o:12][c:13]1[c:14]2[cH:15][cH:16][cH:17][cH:18]1.[OH2:32]>>[O:1]=[c:2]1[c:3]2[c:4]([nH:5][cH:6][c:7]1[C:8](=[O:9])[NH:33][c:34]1[n:35][n:36][n:37][nH:38]1)[c:11](=[O:19])[o:12][c:13]1[c:14]2[cH:15][cH:16][cH:17][cH:18]1. Starting materials: C(C)OC(C=CC1=CC(=CC=C1)NC(=O)C=1N=C(SC1)Cl)=O (3-{3-[(2-Chloro-thiazole-4-carbonyl)-amino]-phenyl}-acrylic acid ethyl ester), C1(=CC=CC=C1)B(O)O (phenylboronic acid). The product is C(C)OC(C=CC1=CC(=CC=C1)NC(=O)C=1N=C(SC1)C1=CC=CC=C1)=O (3-{3-[(2-Phenyl-thiazole-4-carbonyl)-amino]-phenyl}-acrylic acid ethyl ester). RXN SMILES: [CH2:1]([O:3][C:4](=[O:22])[CH:5]=[CH:6][C:7]1[CH:12]=[CH:11][CH:10]=[C:9]([NH:13][C:14]([C:16]2[N:17]=[C:18](Cl)[S:19][CH:20]=2)=[O:15])[CH:8]=1)[CH3:2].[C:23]1(B(O)O)[CH:28]=[CH:27][CH:26]=[CH:25][CH:24]=1>>[CH2:1]([O:3][C:4](=[O:22])[CH:5]=[CH:6][C:7]1[CH:12]=[CH:11][CH:10]=[C:9]([NH:13][C:14]([C:16]2[N:17]=[C:18]([C:23]3[CH:28]=[CH:27][CH:26]=[CH:25][CH:24]=3)[S:19][CH:20]=2)=[O:15])[CH:8]=1)[CH3:2]. Reported procedure: The chloro thiazole (114) (80 mg, 0.24 mmol) was coupled to phenylboronic acid (32 mg, 0.26 mmol) using Method E, except that the reaction mixture was heated for a total of 4 h. The crude residue was purified by column chromatography eluting with 25% EtOAc in heptane to give the title compound. The reactants are ClC1=NC=CC(=C1)C#N (2-chloro-4-cyanopyridine), N1CCOCC1 (morpholine), ice water. Reaction conditions: time 30 minute. Yields the product N1(CCOCC1)C1=NC=CC(=C1)C#N (2-(4-morpholinyl)-4-cyanopyridine). Yield: 52.9%. As a reaction SMILES: Cl[C:2]1[CH:7]=[C:6]([C:8]#[N:9])[CH:5]=[CH:4][N:3]=1.[NH:10]1[CH2:15][CH2:14][O:13][CH2:12][CH2:11]1>>[N:10]1([C:2]2[CH:7]=[C:6]([C:8]#[N:9])[CH:5]=[CH:4][N:3]=2)[CH2:15][CH2:14][O:13][CH2:12][CH2:11]1. Procedure details: A mixture of 2-chloro-4-cyanopyridine (2.5 g, 18 mmol) and morpholine (6.29 g, 72 mmol) was heated at 110°-120° C. for 4 hours. The reaction mixture was cooled, poured into ice-water (15 ml) and stirred for 30 minutes. A yellow solid was obtained, which was collected by filtration, washed with water and dried in vacuo at 70° C. in the presence of P2O5 to afford 1.8 g (53%) of 2-(4-morpholinyl)-4-cyanopyridine, m.p. 135°-136.5° C. Starting materials: CCOC(=O)c1ccc(Br)cc1, CO, NN, O. The product is NNC(=O)c1ccc(Br)cc1. Reaction SMILES: [CH2:1]([O:3][C:4](=[O:2])[c:5]1[cH:6][cH:7][c:8]([Br:11])[cH:9][cH:10]1)[CH3:12].[CH3:16][OH:17].[NH2:14][NH2:15].[OH2:13]>>[O:3]=[C:4]([c:5]1[cH:6][cH:7][c:8]([Br:11])[cH:9][cH:10]1)[NH:14][NH2:15]. Yields the product N#CC(=C1CCCC1)c1nnn(C(c2ccccc2)(c2ccccc2)c2ccccc2)n1. Reactants: N#CCc1nnn(C(c2ccccc2)(c2ccccc2)c2ccccc2)n1, C1CCOC1, [H-], [Na+], O=C1CCCC1. As a reaction SMILES: [C:3]([c:4]1[cH:5][cH:6][cH:7][cH:8][cH:9]1)([c:10]1[cH:11][cH:12][cH:13][cH:14][cH:15]1)([c:16]1[cH:17][cH:18][cH:19][cH:20][cH:21]1)[n:22]1[n:23][c:24]([CH2:27][C:28]#[N:29])[n:25][n:26]1.[CH2:36]1[O:37][CH2:38][CH2:39][CH2:40]1.[H-:1].[Na+:2].[O:30]=[C:31]1[CH2:32][CH2:33][CH2:34][CH2:35]1>>[C:3]([c:4]1[cH:5][cH:6][cH:7][cH:8][cH:9]1)([c:10]1[cH:11][cH:12][cH:13][cH:14][cH:15]1)([c:16]1[cH:17][cH:18][cH:19][cH:20][cH:21]1)[n:22]1[n:23][c:24]([C:27]([C:28]#[N:29])=[C:31]2[CH2:32][CH2:33][CH2:34][CH2:35]2)[n:25][n:26]1. The reactants are B.O1CCCC1 (borane tetrahydrofuran), C(C)OC(=O)N1C(C(CC1)CC(=O)O)C(=O)OCC (1-ethoxycarbonyl-2-ethoxycarbonyl-pyrrolidine-3-acetic acid), O (water). Solvent: O1CCCC1 (tetrahydrofuran). Reaction conditions: time 2 hour. Yields the product C(C)OC(=O)N1[C@H]([C@H](CC1)CCO)C(=O)OCC (cis 1-ethoxycarbonyl-2-ethoxycarbonylpyrrolidine-3-ethanol). As a reaction SMILES: [CH2:1]([O:3][C:4]([N:6]1[CH2:10][CH2:9][CH:8]([CH2:11][C:12](O)=[O:13])[CH:7]1[C:15]([O:17][CH2:18][CH3:19])=[O:16])=[O:5])[CH3:2].B.O1CCCC1.O>O1CCCC1>[CH2:1]([O:3][C:4]([N:6]1[CH2:10][CH2:9][C@H:8]([CH2:11][CH2:12][OH:13])[C@@H:7]1[C:15]([O:17][CH2:18][CH3:19])=[O:16])=[O:5])[CH3:2] |f:1.2|. Reported procedure: A solution of 10 g of 1-ethoxycarbonyl-2-ethoxycarbonyl-pyrrolidine-3-acetic acid in 50 ml tetrahydrofuran is cooled to 0° and 55 ml of borane/tetrahydrofuran (1 M) is added dropwise. After stirring 2 hours at 0°, 20 ml of water is added, the mixture is extracted with ethyl acetate, washed twice with water and dried over sodium sulfate. The solution is filtered, concentrated and purified by flash chromatography using ethyl acetate/hexane (1:1 to 7:3) to yield cis 1-ethoxycarbonyl-2-ethoxycarbony...